Task: describe an organic reaction: reactants, conditions, products, and yield. Dataset: the Open Reaction Database (ORD), a public repository of structured organic reaction records Reactants: C=CCC(=NO)C(C)=O, CCOCC, NNc1c(Cl)cc(C(F)(F)F)cc1Cl. Product: C=CCC(=NO)C(C)=NNc1c(Cl)cc(C(F)(F)F)cc1Cl. RXN SMILES: [CH2:15]=[CH:16][CH2:17][C:18]([C:19]([CH3:20])=[O:21])=[N:22][OH:23].[CH3:24][CH2:25][O:26][CH2:27][CH3:28].[Cl:1][c:2]1[c:3]([NH:13][NH2:14])[c:4]([Cl:12])[cH:5][c:6]([C:8]([F:9])([F:10])[F:11])[cH:7]1>>[Cl:1][c:2]1[c:3]([NH:13][N:14]=[C:19]([C:18]([CH2:17][CH:16]=[CH2:15])=[N:22][OH:23])[CH3:20])[c:4]([Cl:12])[cH:5][c:6]([C:8]([F:9])([F:10])[F:11])[cH:7]1. Starting materials: COc1ccc(CN(Cc2ccc(OC)cc2)c2nc(C)nc(-c3cc(C(C)N4CCN(S(C)(=O)=O)CC4)cnc3Nc3cnc(OC)c(C(C)C)c3)n2)cc1, O=C(O)C(F)(F)F, O=S(=O)(O)C(F)(F)F. The product is COc1ncc(Nc2ncc(C(C)N3CCN(S(C)(=O)=O)CC3)cc2-c2nc(C)nc(N)n2)cc1C(C)C. As a reaction SMILES: [CH:1]([CH3:2])([CH3:3])[c:4]1[cH:5][c:6]([NH:12][c:13]2[n:14][cH:15][c:16]([CH:45]([CH3:46])[N:47]3[CH2:48][CH2:49][N:50]([S:53](=[O:54])(=[O:55])[CH3:56])[CH2:51][CH2:52]3)[cH:17][c:18]2-[c:19]2[n:20][c:21]([N:26]([CH2:27][c:28]3[cH:29][cH:30][c:31]([O:32][CH3:33])[cH:34][cH:35]3)[CH2:36][c:37]3[cH:38][cH:39][c:40]([O:41][CH3:42])[cH:43][cH:44]3)[n:22][c:23]([CH3:25])[n:24]2)[cH:7][n:8][c:9]1[O:10][CH3:11].[F:65][C:66]([F:67])([F:68])[C:69]([OH:70])=[O:71].[OH:57][S:58]([C:59]([F:60])([F:61])[F:62])(=[O:63])=[O:64]>>[CH:1]([CH3:2])([CH3:3])[c:4]1[cH:5][c:6]([NH:12][c:13]2[n:14][cH:15][c:16]([CH:45]([CH3:46])[N:47]3[CH2:48][CH2:49][N:50]([S:53](=[O:54])(=[O:55])[CH3:56])[CH2:51][CH2:52]3)[cH:17][c:18]2-[c:19]2[n:20][c:21]([NH2:26])[n:22][c:23]([CH3:25])[n:24]2)[cH:7][n:8][c:9]1[O:10][CH3:11]. Reactants: N1=CC=CC=C1 (pyridine), ClC=1C(=C(C=CC1)S(=O)(=O)Cl)C (3-Chloro-2-methyl-benzenesulfonyl chloride), NC1=CC(=C(CC2C(N(CC2)C2CCCCC2)=O)C(=C1)Cl)Cl (3-(4-Amino-2,6-dichlorobenzyl)-1-cyclohexylpyrrolidin-2-one). The solvent is C(Cl)Cl (CH2Cl2). The product is ClC=1C(=C(C=CC1)S(=O)(=O)NC1=CC(=C(C(=C1)Cl)CC1C(N(CC1)C1CCCCC1)=O)Cl)C (3-Chloro-N-[3,5-dichloro-4-(1-cyclohexyl-2-oxo-pyrrolidin-3-ylmethyl)-phenyl]-2-methyl-benzenesulfonamide). Isolated yield 58.0%. As a reaction SMILES: [Cl:1][C:2]1[C:3]([CH3:12])=[C:4]([S:8](Cl)(=[O:10])=[O:9])[CH:5]=[CH:6][CH:7]=1.N1C=CC=CC=1.[NH2:19][C:20]1[CH:38]=[C:37]([Cl:39])[C:23]([CH2:24][CH:25]2[CH2:29][CH2:28][N:27]([CH:30]3[CH2:35][CH2:34][CH2:33][CH2:32][CH2:31]3)[C:26]2=[O:36])=[C:22]([Cl:40])[CH:21]=1>C(Cl)Cl>[Cl:1][C:2]1[C:3]([CH3:12])=[C:4]([S:8]([NH:19][C:20]2[CH:38]=[C:37]([Cl:39])[C:23]([CH2:24][CH:25]3[CH2:29][CH2:28][N:27]([CH:30]4[CH2:35][CH2:34][CH2:33][CH2:32][CH2:31]4)[C:26]3=[O:36])=[C:22]([Cl:40])[CH:21]=2)(=[O:10])=[O:9])[CH:5]=[CH:6][CH:7]=1. Procedure: Place 3-Chloro-2-methyl-benzenesulfonyl chloride (160 mg, 0.70 mmol) in CH2Cl2 (10 mL) and cool to 0° C. Slowly add pyridine (0.06 mL, 0.70 mmol) and stir for 15 minutes. Add 3-(4-Amino-2,6-dichloro-benzyl)-1-cyclohexyl-pyrrolidin-2-one (Example 183), 200 mg, 0.59 mmol) and stir for 12 hours. Quench with 1N HCl and extract with dichloromethane. Wash the extract with NaHCO3, brine. Dry over sodium sulfate, filter, and concentrate. Purify by silica gel (10-80% ethyl acetate in hexanes) to afford 1... The solvent is C(=O)O (formic acid). Yield: 86.7%. Starting materials: C(C1=CC=CC=C1)(C1=CC=CC=C1)OC(=O)CON=C(C(=O)NC1[C@@H]2N(C(=C(CS2)C=C)C(=O)OC(C2=CC=CC=C2)C2=CC=CC=C2)C1=O)C=1N=C(SC1)N (benzhydryl 7-[2-benzhydryloxycarbonylmethoxyimino-2-(2-aminothiazol-4-yl)acetamido]-3-vinyl-3-cephem-4-carboxylate), Cl (hydrochloric acid), C(C)(C)OC(C)C (diisopropyl ether). Procedure: To a solution of benzhydryl 7-[2-benzhydryloxycarbonylmethoxyimino-2-(2-aminothiazol-4-yl)acetamido]-3-vinyl-3-cephem-4-carboxylate (syn isomer) (3 g) in formic acid (12 ml) was added 35% hydrochloric acid (1 ml) at 0° C. After stirring at ambient temperature for an hour, the reaction mixture was poured into diisopropyl ether. The precipitates were collected by filtration, washed with diisopropyl ether and then dissolved in water (15 ml). The aqueous solution was adjusted to pH 3.5 with 5% aqueo... The product is C(=O)(O)CON=C(C(=O)NC1[C@@H]2N(C(=C(CS2)C=C)C(=O)O)C1=O)C=1N=C(SC1)N (7-[2-carboxymethoxyimino-2-(2-aminothiazol-4-yl)acetamido]-3-vinyl-3-cephem-4-carboxylic acid). Reaction SMILES: C([O:14][C:15]([CH2:17][O:18][N:19]=[C:20]([C:51]1[N:52]=[C:53]([NH2:56])[S:54][CH:55]=1)[C:21]([NH:23][CH:24]1[C:49](=[O:50])[N:26]2[C:27]([C:33]([O:35]C(C3C=CC=CC=3)C3C=CC=CC=3)=[O:34])=[C:28]([CH:31]=[CH2:32])[CH2:29][S:30][C@H:25]12)=[O:22])=[O:16])(C1C=CC=CC=1)C1C=CC=CC=1.Cl.C(OC(C)C)(C)C>C(O)=O>[C:15]([CH2:17][O:18][N:19]=[C:20]([C:51]1[N:52]=[C:53]([NH2:56])[S:54][CH:55]=1)[C:21]([NH:23][CH:24]1[C:49](=[O:50])[N:26]2[C:27]([C:33]([OH:35])=[O:34])=[C:28]([CH:31]=[CH2:32])[CH2:29][S:30][C@H:25]12)=[O:22])([OH:16])=[O:14]. Starting materials: O=C([O-])[O-], CC(C)=O, [Cs+], [Cs+], CC(C)I, CN1C(=O)CCc2cc(O)ccc21. Product: CC(C)Oc1ccc2c(c1)CCC(=O)N2C. As a reaction SMILES: [C:18](=[O:19])([O-:20])[O-:21].[CH3:24][C:25](=[O:26])[CH3:27].[Cs+:22].[Cs+:23].[I:14][CH:15]([CH3:16])[CH3:17].[OH:1][c:2]1[cH:3][c:4]2[c:9]([cH:10][cH:11]1)[N:8]([CH3:12])[C:7](=[O:13])[CH2:6][CH2:5]2>>[O:1]([c:2]1[cH:3][c:4]2[c:9]([cH:10][cH:11]1)[N:8]([CH3:12])[C:7](=[O:13])[CH2:6][CH2:5]2)[CH:15]([CH3:16])[CH3:17]. Starting materials: C(C)(C)(C)C=1C=C(C=C(C1)C(C)(C)C)CCC=1C=C(CO)C=C(C1)CCC1=CC(=CC(=C1)C(C)(C)C)C(C)(C)C (3,5-bis[2-(3,5-di-tert-butylphenyl) ethyl]benzyl alcohol), [Cr](=O)(=O)([O-])Cl.[NH+]1=CC=CC=C1 (pyridinium chlorochromate), νmax(KBr), ( 2.57 ), ( 2.56 ), λmax(CH2Cl2), ( 2.93 ), ( 3.37 ). Solvent: ClCCl (dichloromethane). The product is C(C)(C)(C)C=1C=C(C=C(C1)C(C)(C)C)CCC=1C=C(C=O)C=C(C1)CCC1=CC(=CC(=C1)C(C)(C)C)C(C)(C)C (3,5-Bis[2-(3,5-di-tert-butylphenyl)ethyl]benzaldehyde). Yield: 99.1%. RXN SMILES: [C:1]([C:5]1[CH:6]=[C:7]([CH2:15][CH2:16][C:17]2[CH:18]=[C:19]([CH:22]=[C:23]([CH2:25][CH2:26][C:27]3[CH:32]=[C:31]([C:33]([CH3:36])([CH3:35])[CH3:34])[CH:30]=[C:29]([C:37]([CH3:40])([CH3:39])[CH3:38])[CH:28]=3)[CH:24]=2)[CH2:20][OH:21])[CH:8]=[C:9]([C:11]([CH3:14])([CH3:13])[CH3:12])[CH:10]=1)([CH3:4])([CH3:3])[CH3:2].[Cr](Cl)([O-])(=O)=O.[NH+]1C=CC=CC=1>ClCCl>[C:33]([C:31]1[CH:32]=[C:27]([CH2:26][CH2:25][C:23]2[CH:22]=[C:19]([CH:18]=[C:17]([CH2:16][CH2:15][C:7]3[CH:8]=[C:9]([C:11]([CH3:14])([CH3:13])[CH3:12])[CH:10]=[C:5]([C:1]([CH3:4])([CH3:3])[CH3:2])[CH:6]=3)[CH:24]=2)[CH:20]=[O:21])[CH:28]=[C:29]([C:37]([CH3:38])([CH3:39])[CH3:40])[CH:30]=1)([CH3:34])([CH3:35])[CH3:36] |f:1.2|. Procedure details: Hydroxylamine hydrochloride (77.66 g, 1.117 mol) was dissolved in N,N-dimethylformamide (216 cm3). Powdered potassium hydroxide (73.45 g, 1.309 mol) was added and the solution stirred for 10 min, evolving heat and giving a white precipitate. The suspension was filtered, the solid washed with N,N-dimethylformamide (40 cm3) and the filtrates combined and cooled to 0° C. Ethyl acetate (48.6 cm3) was added to give a stock solution which was stirred at 0° C. A suspension of 3,5-bis(3,5-di-tert-butylp... The reactants are C(C)OC(=O)C=1C(N(C2=NC(=CC=C2C1N1CCCC1)C)CC)=O (1-Ethyl-1,2-Dihydro-7-Methyl-2-Oxo-4-(1-Pyrrolidinyl)-1,8-Naphthridine-3-Carboxylic Acid Ethyl Ester), N1CCNCC1 (piperazine). The solvent is C(C)O (ethanol). Yields the product C(C)OC(=O)C=1C(N(C2=NC(=CC=C2C1N1CCNCC1)C)CC)=O (1-Ethyl-1,2-Dihydro-7-Methyl-2-Oxo-4-(1-Piperazinyl)-1,8-Naphthyridine-3-Carboxylic Acid Ethyl Ester). As a reaction SMILES: [CH2:1]([O:3][C:4]([C:6]1[C:7](=[O:24])[N:8]([CH2:22][CH3:23])[C:9]2[C:14]([C:15]=1[N:16]1[CH2:20][CH2:19][CH2:18][CH2:17]1)=[CH:13][CH:12]=[C:11]([CH3:21])[N:10]=2)=[O:5])[CH3:2].[NH:25]1CCNCC1>C(O)C>[CH2:1]([O:3][C:4]([C:6]1[C:7](=[O:24])[N:8]([CH2:22][CH3:23])[C:9]2[C:14]([C:15]=1[N:16]1[CH2:20][CH2:19][NH:25][CH2:18][CH2:17]1)=[CH:13][CH:12]=[C:11]([CH3:21])[N:10]=2)=[O:5])[CH3:2]. Procedure: A stirred mixture of 1.47 g. (0.005 mole) of 1-ethyl-1,2-dihydro-4-chloro-7-methyl-2-oxo-1,8-naphthyridine-3-carboxylic acid ethyl ester (Example 30) and 1.72 g. (0.02 mole) of piperazine in 20 ml. of ethanol was heated under reflux for 5 hours. The mixture was filtered and the filtrate was diluted with 100 ml. of water and was extracted with 50 ml. of diethyl ether. The ether layer was dried over magnesium sulfate, filtered and was evaporated in an evaporating dish at room temperature. The resi...